Dataset: the Open Reaction Database (ORD), a public repository of structured organic reaction records. Task: describe an organic reaction: reactants, conditions, products, and yield As a reaction SMILES: [CH2:1]([O:8][C@H:9]1[C@@H:15]([O:16][CH2:17][C:18]2[CH:23]=[CH:22][CH:21]=[CH:20][CH:19]=2)[C@H:14]([O:24][CH2:25][C:26]2[CH:31]=[CH:30][CH:29]=[CH:28][CH:27]=2)[C@@H:13]([CH2:32][O:33][CH2:34][C:35]2[CH:40]=[CH:39][CH:38]=[CH:37][CH:36]=2)[O:12][CH:10]1[OH:11])[C:2]1[CH:7]=[CH:6][CH:5]=[CH:4][CH:3]=1.CC(C)([O-])C.[Na+].C([O:51][C:52](=[O:55])[CH2:53]Cl)(C)(C)C.COC(C)(C)C>[Cl-].C([N+](CCCC)(CCCC)CCCC)CCC.C(OCOCC)C>[CH2:1]([O:8][C@@H:9]1[C@@H:15]([O:16][CH2:17][C:18]2[CH:23]=[CH:22][CH:21]=[CH:20][CH:19]=2)[C@@H:14]([O:24][CH2:25][C:26]2[CH:27]=[CH:28][CH:29]=[CH:30][CH:31]=2)[C@@H:13]([CH2:32][O:33][CH2:34][C:35]2[CH:36]=[CH:37][CH:38]=[CH:39][CH:40]=2)[O:12][CH:10]1[O:11][CH2:53][C:52]([OH:55])=[O:51])[C:2]1[CH:3]=[CH:4][CH:5]=[CH:6][CH:7]=1 |f:1.2,5.6|. Solvent: C(C)OCOCC (diethoxymethane). Yields the product C(C1=CC=CC=C1)O[C@H]1C(OCC(=O)O)O[C@@H]([C@@H]([C@@H]1OCC1=CC=CC=C1)OCC1=CC=CC=C1)COCC1=CC=CC=C1 (2,3,4,6-Tetra-O-benzyl-1-O-carboxymethyl-galactopyranose). Reactants: C(C1=CC=CC=C1)O[C@@H]1C(O)O[C@@H]([C@H]([C@@H]1OCC1=CC=CC=C1)OCC1=CC=CC=C1)COCC1=CC=CC=C1 (2,3,4,6-tetra-O-benzyl-mannopyranose), COC(C)(C)C (methyl-tert-butyl ether), CC(C)([O-])C.[Na+] (sodium-t-butoxide), C(C)(C)(C)OC(CCl)=O (chloroacetic acid-tert-butyl ester). Reagents/catalysts: [Cl-].C(CCC)[N+](CCCC)(CCCC)CCCC (tetrabutylammonium chloride). Run at temperature 0 celsius. Reported procedure: A mixture that consists of 54.1 g (100 mmol) of 2,3,4,6-tetra-O-benzyl-mannopyranose, 1.39 g (5 mmol) of tetrabutylammonium chloride and 9.62 g (100 mmol) of sodium-t-butoxide in 350 ml of diethoxymethane is cooled to 0° C. At 0° C., 30.12 g (200 mmol) of chloroacetic acid-tert-butyl ester is added in drops over 20 minutes while being stirred vigorously. It is stirred for one hour at 10° C. 250 ml of methyl-tert-butyl ether is added, the organic phase is separated, and the aqueous phase is extra... Starting materials: COCCOCCl, CCN(C(C)C)C(C)C, ClCCl, C1CCOC1, O=Cc1cc(O)ccc1[N+](=O)[O-]. Product: COCCOCOc1ccc([N+](=O)[O-])c(C=O)c1. Reaction SMILES: [CH3:27][O:28][CH2:29][CH2:30][O:31][CH2:32][Cl:33].[CH:18]([N:19]([CH2:20][CH3:21])[CH:22]([CH3:23])[CH3:24])([CH3:25])[CH3:26].[Cl:34][CH2:35][Cl:36].[O:13]1[CH2:14][CH2:15][CH2:16][CH2:17]1.[OH:1][c:2]1[cH:3][cH:4][c:5]([N+:10](=[O:11])[O-:12])[c:6]([CH:7]=[O:8])[cH:9]1>>[O:1]([c:2]1[cH:3][cH:4][c:5]([N+:10](=[O:11])[O-:12])[c:6]([CH:7]=[O:8])[cH:9]1)[CH2:32][O:31][CH2:30][CH2:29][O:28][CH3:27]. The yield is 44.2%. The solvent is COCCOC (ethylene glycol dimethylether), O (water). As a reaction SMILES: I[C:2]1[C:10]2[C:5](=[N:6][CH:7]=[N:8][C:9]=2[NH2:11])[N:4]([C@H:12]2[CH2:17][CH2:16][C@@H:15]([N:18]3[CH2:23][CH2:22][N:21]([CH3:24])[CH2:20][CH2:19]3)[CH2:14][CH2:13]2)[N:3]=1.[CH:25]([C:27]1[CH:32]=[CH:31][C:30](B(O)O)=[CH:29][CH:28]=1)=[O:26].C(=O)([O-])[O-].[Na+].[Na+].B([O-])[O-]>COCCOC.O>[NH2:11][C:9]1[N:8]=[CH:7][N:6]=[C:5]2[N:4]([C@H:12]3[CH2:17][CH2:16][C@@H:15]([N:18]4[CH2:23][CH2:22][N:21]([CH3:24])[CH2:20][CH2:19]4)[CH2:14][CH2:13]3)[N:3]=[C:2]([C:30]3[CH:31]=[CH:32][C:27]([CH:25]=[O:26])=[CH:28][CH:29]=3)[C:10]=12 |f:2.3.4|. The reactants are IC1=NN(C2=NC=NC(=C21)N)[C@@H]2CC[C@@H](CC2)N2CCN(CC2)C (cis-3-iodo-1-[4-(4-methylpiperazino)cyclohexyl]-1H-pyrazolo[3,4-d]pyrimidin-4-ylamine), C(=O)C1=CC=C(C=C1)B(O)O (4-formylphenyl boronic acid), palladium tetrakistriphenylphosphine, C([O-])([O-])=O.[Na+].[Na+] (sodium carbonate), B([O-])[O-] (boronate). Procedure details: A mixture of cis-3-iodo-1-[4-(4-methylpiperazino)cyclohexyl]-1H-pyrazolo[3,4-d]pyrimidin-4-ylamine (5.0 g, 11.33 mmol), 4-formylphenyl boronic acid (2.55 g, 16.98 mmol), palladium tetrakistriphenylphosphine (0.47 g, 0.4 mmol), and sodium carbonate (3.002 g, 28.32 mmol) in ethylene glycol dimethylether (170 mL) and water (30 mL) was heated at 80° C. for 18 h. Additional boronate (1.567 equiv.) and catalyst (0.0135 equiv.) were added and the reaction continued for a further 40 h. The reaction was ... The product is NC1=C2C(=NC=N1)N(N=C2C2=CC=C(C=O)C=C2)[C@@H]2CC[C@@H](CC2)N2CCN(CC2)C (cis-4-{4-Amino-1-[4-(4-methylpiperazino)cyclohexyl]-1H-pyrazolo[3,4-d]pyrimidin-3-yl}benzaldehyde). Reaction conditions: temperature 80 celsius, time 40 hour. Reagents/catalysts: catalyst. Reactants: CCOC(=O)CBr, CC(C)c1nc2c(n1Cc1ccc(Cl)cc1)C(O)CCC2, [H-], [Na+], C1CCOC1. Yields the product CCOC(=O)COC1CCCc2nc(C(C)C)n(Cc3ccc(Cl)cc3)c21. As a reaction SMILES: [Br:24][CH2:25][C:26](=[O:27])[O:28][CH2:29][CH3:30].[Cl:1][c:2]1[cH:3][cH:4][c:5]([CH2:8][n:9]2[c:10]([CH:19]([CH3:20])[CH3:21])[n:11][c:12]3[c:13]2[CH:14]([OH:18])[CH2:15][CH2:16][CH2:17]3)[cH:6][cH:7]1.[H-:22].[Na+:23].[O:31]1[CH2:32][CH2:33][CH2:34][CH2:35]1>>[Cl:1][c:2]1[cH:3][cH:4][c:5]([CH2:8][n:9]2[c:10]([CH:19]([CH3:20])[CH3:21])[n:11][c:12]3[c:13]2[CH:14]([O:18][CH2:25][C:26](=[O:27])[O:28][CH2:29][CH3:30])[CH2:15][CH2:16][CH2:17]3)[cH:6][cH:7]1. As a reaction SMILES: [CH2:21]([c:22]1[cH:23][cH:24][cH:25][cH:26][cH:27]1)[O:28][NH2:29].[CH3:16][C:17](=[O:18])[O-:19].[CH3:1][O:2][C:3](=[O:4])[C:5]1([CH:13]=[O:14])[CH2:6][CH:7]([CH2:9][CH2:10][CH2:11][CH3:12])[CH2:8]1.[CH3:30][OH:31].[ClH:20].[Na+:15]>>[CH3:1][O:2][C:3](=[O:4])[C:5]1([CH:13]=[N:29][O:28][CH2:21][c:22]2[cH:23][cH:24][cH:25][cH:26][cH:27]2)[CH2:6][CH:7]([CH2:9][CH2:10][CH2:11][CH3:12])[CH2:8]1. Yields the product CCCCC1CC(C=NOCc2ccccc2)(C(=O)OC)C1. Starting materials: NOCc1ccccc1, CC(=O)[O-], CCCCC1CC(C=O)(C(=O)OC)C1, CO, Cl, [Na+]. Reactants: OCCCc1cc(F)cc(F)c1, [N-]=[N+]=[N-], [Na+], O, Cc1ccc(S(=O)(=O)Cl)cc1, c1ccncc1. Yields the product [N-]=[N+]=NCCCc1cc(F)cc(F)c1. Reaction SMILES: [F:12][c:13]1[cH:14][c:15]([CH2:20][CH2:21][CH2:22][OH:23])[cH:16][c:17]([F:19])[cH:18]1.[N-:25]=[N+:26]=[N-:27].[Na+:24].[OH2:34].[S:1]([Cl:2])([c:3]1[cH:4][cH:5][c:6]([CH3:7])[cH:8][cH:9]1)(=[O:10])=[O:11].[cH:28]1[cH:29][cH:30][n:31][cH:32][cH:33]1>>[F:12][c:13]1[cH:14][c:15]([CH2:20][CH2:21][CH2:22][N:25]=[N+:26]=[N-:27])[cH:16][c:17]([F:19])[cH:18]1. Reactants: CCN(C(C)C)C(C)C, ClCCl, O=C(Cl)c1cc(F)c(F)cc1F, Oc1ccccc1. Yields the product O=C(Oc1ccccc1)c1cc(F)c(F)cc1F. As a reaction SMILES: [CH:8]([N:9]([CH2:10][CH3:11])[CH:12]([CH3:13])[CH3:14])([CH3:15])[CH3:16].[Cl:29][CH2:30][Cl:31].[F:17][c:18]1[c:19]([C:20](=[O:21])[Cl:22])[cH:23][c:24]([F:28])[c:25]([F:27])[cH:26]1.[OH:1][c:2]1[cH:3][cH:4][cH:5][cH:6][cH:7]1>>[O:1]([c:2]1[cH:3][cH:4][cH:5][cH:6][cH:7]1)[C:20]([c:19]1[c:18]([F:17])[cH:26][c:25]([F:27])[c:24]([F:28])[cH:23]1)=[O:21].